From a dataset of the Open Reaction Database (ORD), a public repository of structured organic reaction records. describe an organic reaction: reactants, conditions, products, and yield Starting materials: BrCC=1C=C(C#N)C=CC1 (3-(bromomethyl)benzonitrile), 5,6-dihydrospiro[benzo[1,2-b:5,4-b′]difuran-3,3′-indol]-2″(1′H)-one, BrCC1OCCCC1 (2-(bromomethyl)tetrahydro-2H-pyran), N1C([C@]2(C3=CC=CC=C13)COC1=CC3=C(OCCO3)C=C12)=O ((8S)-2,3-dihydrospiro[furo[2,3-g][1,4]benzodioxine-8,3′-indol]-2′(1′H)-one). Product: O=C1N(C2=CC=CC=C2[C@]12COC1=CC3=C(OCCO3)C=C12)CC=1C=C(C#N)C=CC1 (3-{[(8S)-2′-oxo-2,3-dihydrospiro[furo[2,3-g][1,4]benzodioxine-8,3′-indol]-1′(2′H)-yl]methyl}benzonitrile). As a reaction SMILES: Br[CH2:2][C:3]1[CH:4]=[C:5]([CH:8]=[CH:9][CH:10]=1)[C:6]#[N:7].BrCC1CCCCO1.[NH:19]1[C:27]2[C:22](=[CH:23][CH:24]=[CH:25][CH:26]=2)[C@@:21]2([C:39]3[C:30](=[CH:31][C:32]4[O:37][CH2:36][CH2:35][O:34][C:33]=4[CH:38]=3)[O:29][CH2:28]2)[C:20]1=[O:40]>>[O:40]=[C:20]1[C@:21]2([C:39]3[C:30](=[CH:31][C:32]4[O:37][CH2:36][CH2:35][O:34][C:33]=4[CH:38]=3)[O:29][CH2:28]2)[C:22]2[C:27](=[CH:26][CH:25]=[CH:24][CH:23]=2)[N:19]1[CH2:2][C:3]1[CH:4]=[C:5]([CH:8]=[CH:9][CH:10]=1)[C:6]#[N:7]. Reported procedure: Following the procedure as described in EXAMPLE 4 and making non-critical variations using 3-(bromomethyl)benzonitrile to replace 2-(bromomethyl)tetrahydro-2H-pyran, and (8S)-2,3-dihydrospiro[furo[2,3-g][1,4]benzodioxine-8,3′-indol]-2′(1′H)-one to replace 5,6-dihydrospiro[benzo[1,2-b:5,4-b′]difuran-3,3′-indol]-2″(1′H)-one, 3-{[(8S)-2′-oxo-2,3-dihydrospiro[furo[2,3-g][1,4]benzodioxine-8,3′-indol]-1′(2′H)-yl]methyl}benzonitrile was obtained (75%) as a colorless solid: mp 94-96° C. (isopropyl alcoh... Reactants: FC1=C(C(=O)NC(C(=O)OCC)C(=O)OCC)C(=CC=C1)F (diethyl 2-(2,6-difluorobenzamido)malonate), FC(C(=O)OC(C(F)(F)F)=O)(F)F (trifluoroacetic anhydride). Solvent: FC(C1=CC=CC=C1)(F)F (trifluorotoluene). The product is FC1=C(C(=CC=C1)F)C=1OC(=C(N1)C(=O)OCC)OCC (ethyl 2-(2,6-difluorophenyl)-5-ethoxyoxazole-4-carboxylate). The yield is 44.7%. RXN SMILES: [F:1][C:2]1[CH:21]=[CH:20][CH:19]=[C:18]([F:22])[C:3]=1[C:4]([NH:6][CH:7]([C:13]([O:15][CH2:16][CH3:17])=[O:14])[C:8]([O:10][CH2:11][CH3:12])=[O:9])=O.FC(F)(F)C(OC(=O)C(F)(F)F)=O>FC(F)(F)C1C=CC=CC=1>[F:1][C:2]1[CH:21]=[CH:20][CH:19]=[C:18]([F:22])[C:3]=1[C:4]1[O:9][C:8]([O:10][CH2:11][CH3:12])=[C:7]([C:13]([O:15][CH2:16][CH3:17])=[O:14])[N:6]=1. Reported procedure: A solution of diethyl 2-(2,6-difluorobenzamido)malonate (5.00 g, 15.9 mmol) in trifluorotoluene (16 mL) and trifluoroacetic anhydride (8.33 mL, 129.7 mmol) was heated in the microwave at 160° C. for 5 minutes. The solvent was removed in vacuo and the residue purified by silica gel column chromatography using a gradient of 0-90% EtOAc in hexanes to afford ethyl 2-(2,6-difluorophenyl)-5-ethoxyoxazole-4-carboxylate (2.11 g, 7.1 mmol, 45%) as a white solid which was used without further purification... Reactants: CC1(NC2=NC3=C(N2C(N1C)=O)C=CC=C3)C (1,2-dihydro-2,2,3-trimethyl-1,3,5-triazino[1,2-a]benzimidazol-4(3H)-one), ClC=1C=C(C=CC1Cl)N=C=O (3,4-dichlorophenyl isocyanate). Yields the product ClC=1C=C(C=CC1Cl)NC(=O)N1C=2N(C3=C1C=CC=C3)C(N(C(N2)(C)C)C)=O (N-(3,4-Dichlorophenyl)-4-oxo-2,3,4,10-tetrahydro-2,2,3-trimethyl-1,3,5-triazino[1,2-a]benzimidazole-10-carboxamide). Reaction SMILES: [CH3:1][C:2]1([CH3:17])[N:10]([CH3:11])[C:9](=[O:12])[N:8]2[C:4](=[N:5][C:6]3[CH:16]=[CH:15][CH:14]=[CH:13][C:7]=32)[NH:3]1.[Cl:18][C:19]1[CH:20]=[C:21]([N:26]=[C:27]=[O:28])[CH:22]=[CH:23][C:24]=1[Cl:25]>>[Cl:18][C:19]1[CH:20]=[C:21]([NH:26][C:27]([N:5]2[C:6]3[CH:16]=[CH:15][CH:14]=[CH:13][C:7]=3[N:8]3[C:9](=[O:12])[N:10]([CH3:11])[C:2]([CH3:17])([CH3:1])[N:3]=[C:4]23)=[O:28])[CH:22]=[CH:23][C:24]=1[Cl:25]. Reported procedure: The procedure of Example 10 was employed to prepare the title compound from 1,2-dihydro-2,2,3-trimethyl-1,3,5-triazino[1,2-a]benzimidazol-4(3H)-one and 3,4-dichlorophenyl isocyanate. The confirmatory elemental analysis for the product, mp 198°-200° C., is shown in Table III. Reactants: CC1(O[C@H]2[C@H](N1C=1SC3=C(N1)C=CC(=C3)C#N)CCCC2)C (2-((3aR,7aR)-2,2-dimethylhexahydrobenzo[d]oxazol-3(2H)-yl)benzo[d]thiazole-6-carbonitrile), Na2SO4.10H2O, [H-].[H-].[H-].[H-].[Li+].[Al+3] (LAH), solution. Run in C1CCOC1 (THF), C1CCOC1 (THF). Run at time 15 hour. The product is CC1(O[C@H]2[C@H](N1C=1SC3=C(N1)C=CC(=C3)CN)CCCC2)C ((2-((3aR,7aR)-2,2-dimethylhexahydrobenzo[d]oxazol-3(2H)-yl)benzo[d]thiazol-6-yl)methanamine). The yield is 93.3%. RXN SMILES: [CH3:1][C:2]1([CH3:22])[N:6]([C:7]2[S:8][C:9]3[CH:15]=[C:14]([C:16]#[N:17])[CH:13]=[CH:12][C:10]=3[N:11]=2)[C@@H:5]2[CH2:18][CH2:19][CH2:20][CH2:21][C@H:4]2[O:3]1.[H-].[H-].[H-].[H-].[Li+].[Al+3]>C1COCC1>[CH3:1][C:2]1([CH3:22])[N:6]([C:7]2[S:8][C:9]3[CH:15]=[C:14]([CH2:16][NH2:17])[CH:13]=[CH:12][C:10]=3[N:11]=2)[C@@H:5]2[CH2:18][CH2:19][CH2:20][CH2:21][C@H:4]2[O:3]1 |f:1.2.3.4.5.6|. Reported procedure: To a stirred mixture of 2-((3aR,7aR)-2,2-dimethylhexahydrobenzo[d]oxazol-3(2H)-yl)benzo[d]thiazole-6-carbonitrile (260 mg, 0.8 mmol) from Step 3 of this Example in THF (10 mL) at 0° C. was added LAH (3.3 mL of a 1M solution in THF, 3.3 mmol). The mixture was allowed to warm slowly to rt and stirred for 15 h. The mixture was again cooled to 0° C. and Na2SO4.10H2O was added slowly. The mixture was stirred for 2 h, filtered, and the filtrate was concentrated under reduced pressure to afford (2-((3a... Reactants: ClC1=C(C(=O)C(C(=O)OCC)=CNC2=C(C=C(C=C2)F)F)C=C(C(=C1)F)F (ethyl 2-(2-chloro-4,5-difluorobenzoyl)-3-(2,4-difluorophenylamino)acrylate), [O-]P(=O)([O-])[O-].[K+].[K+].[K+] (K3PO4). The solvent is C(C)#N (acetonitrile). Conditions: time 2 hour. Yields the product FC1=C(C=CC(=C1)F)N1C=C(C(C2=CC(=C(C=C12)F)F)=O)C(=O)OCC (ethyl 1-(2,4-difluorophenyl)-6,7-difluoro-1,4-dihydro-4-oxoquinoline-3-carboxylate). Yield: 92.0%. Reaction SMILES: Cl[C:2]1[CH:25]=[C:24]([F:26])[C:23]([F:27])=[CH:22][C:3]=1[C:4]([C:6](=[CH:12][NH:13][C:14]1[CH:19]=[CH:18][C:17]([F:20])=[CH:16][C:15]=1[F:21])[C:7]([O:9][CH2:10][CH3:11])=[O:8])=[O:5].[O-]P([O-])([O-])=O.[K+].[K+].[K+]>C(#N)C>[F:21][C:15]1[CH:16]=[C:17]([F:20])[CH:18]=[CH:19][C:14]=1[N:13]1[C:2]2[C:3](=[CH:22][C:23]([F:27])=[C:24]([F:26])[CH:25]=2)[C:4](=[O:5])[C:6]([C:7]([O:9][CH2:10][CH3:11])=[O:8])=[CH:12]1 |f:1.2.3.4|. Reported procedure: 8.0 g of ethyl 2-(2-chloro-4,5-difluorobenzoyl)-3-(2,4-difluorophenylamino)acrylate was dissolved in 80 ml of acetonitrile under heating to 75˜80° C. 11.84 g (2.8 eq.) of K3PO4 was added in portions to the reaction mixture, which was then stirred at the same temperature for 2 hours. The reaction mixture was filtered under a reduced pressure and washed with 40 ml of dichloromethane. The filtrate was concentrated under a reduced pressure. The resulting residue was dissolved in 88 ml of dichloromet... Reactants: Cl (HCl), O=C(CC=1C=C(C=CC1)C=CC(=O)O)C=1OC(=CC1)C1=CC=CC=C1 (3-(3-[2-Oxo-2-(5-phenyl-furan-2-yl)-ethyl]-phenyl)-acrylic acid), [BH4-].[Na+] (sodium borohydride), [BH4-].[Na+] (sodium borohydride). The solvent is CO (MeOH). The product is OC(CC=1C=C(C=CC1)C=CC(=O)O)C=1OC(=CC1)C1=CC=CC=C1 (3-{3-[2-Hydroxy-2-(5-phenyl-furan-2-yl)-ethyl]-phenyl}-acrylic acid). RXN SMILES: [O:1]=[C:2]([C:15]1[O:16][C:17]([C:20]2[CH:25]=[CH:24][CH:23]=[CH:22][CH:21]=2)=[CH:18][CH:19]=1)[CH2:3][C:4]1[CH:5]=[C:6]([CH:10]=[CH:11][C:12]([OH:14])=[O:13])[CH:7]=[CH:8][CH:9]=1.[BH4-].[Na+].Cl>CO>[OH:1][CH:2]([C:15]1[O:16][C:17]([C:20]2[CH:21]=[CH:22][CH:23]=[CH:24][CH:25]=2)=[CH:18][CH:19]=1)[CH2:3][C:4]1[CH:5]=[C:6]([CH:10]=[CH:11][C:12]([OH:14])=[O:13])[CH:7]=[CH:8][CH:9]=1 |f:1.2|. Procedure details: To ketone (27) (33 mg; 0.10 mmol) dissolved in MeOH (2 mL) was added sodium borohydride (8 mg, 0.21 mmol). Subsequent additions of sodium borohydride (2 mg) were added until the reaction was complete. The reaction mixture was acidified to pH 5 by dropwise addition of 1N HCl and extracted with TBME (×3). The organic layer was dried (MgSO4) and the solvent concentrated in vacuo to give the title compound as a white solid. Yield: 20 mg, 61%; LC-MS tr 2.02 min; HPLC Purity: 100%; MS (ES+) m/z 335 (M...